From a dataset of the Open Reaction Database (ORD), a public repository of structured organic reaction records. describe an organic reaction: reactants, conditions, products, and yield Starting materials: Cl (hydrochloric acid), C(#N)C=1C=C(C(=O)NC)C=CC1OC1=CC2=C(CCN(CC2)C2CCC2)C=C1 (3-Cyano-4-[(3-cyclobutyl-2,3,4,5-tetrahydro-1H-3-benzazepin-7-yl)oxy]-N-methylbenzamide), O (water), B(Br)(Br)Br (boron tribromide). The solvent is ClCCl (dichloromethane). Conditions: temperature 0 celsius, time 30 minute. Yields the product C(#N)C=1C=C(C(=O)NC)C=CC1O (3-Cyano-4-hydroxy-N-methylbenzamide). The yield is 26.8%. Reaction SMILES: [C:1]([C:3]1[CH:4]=[C:5]([CH:10]=[CH:11][C:12]=1[O:13]C1C=CC2CCN(C3CCC3)CCC=2C=1)[C:6]([NH:8][CH3:9])=[O:7])#[N:2].B(Br)(Br)Br.O.Cl>ClCCl>[C:1]([C:3]1[CH:4]=[C:5]([CH:10]=[CH:11][C:12]=1[OH:13])[C:6]([NH:8][CH3:9])=[O:7])#[N:2]. Procedure: 3-Cyano-N-methyl-4-(methyloxy)benzamide (E279, Step 2) (346 mg, 1.82 mmol), was dissolved in dry dichloromethane (10 ml), cooled to 0° C. and treated with boron tribromide (1M solution in dichloromethane) (9.11 ml, 9.11 mmol). The mixture was stirred for 30 minutes, allowed to warm to room temperature and stirred for 18 hours. The mixture was cooled in an ice bath, treated with water added dropwise and then allowed to warm to room temperature. The mixture was poured onto 2M hydrochloric acid (10... Starting materials: NC=1C=C2C(C(NC2=CC1N)=O)(C)C (5,6-diamino-3,3-dimethylindolin-2-one), N1=CC=C(C=C1)CC(=O)OC (methyl 4-pyridylacetate). Yields the product O.CC1(C(NC2=CC3=C(N=C(N3)CC3=CC=NC=C3)C=C21)=O)C (7,7-Dimethyl-2-(4-pyridylmethyl)-6,7-dihydro-3H,5H-pyrrolo[2,3-f]benzimidazol-6-one monohydrate). Reaction SMILES: [NH2:1][C:2]1[CH:3]=[C:4]2[C:8](=[CH:9][C:10]=1[NH2:11])[NH:7][C:6](=[O:12])[C:5]2([CH3:14])[CH3:13].[N:15]1[CH:20]=[CH:19][C:18]([CH2:21][C:22](OC)=O)=[CH:17][CH:16]=1>>[OH2:12].[CH3:13][C:5]1([CH3:14])[C:4]2[C:8](=[CH:9][C:10]3[NH:11][C:22]([CH2:21][C:18]4[CH:19]=[CH:20][N:15]=[CH:16][CH:17]=4)=[N:1][C:2]=3[CH:3]=2)[NH:7][C:6]1=[O:12] |f:2.3|. Reported procedure: A suspension of 7.3 g. (0.038 mol) 5,6-diamino-3,3-dimethylindolin-2-one in 11.6 g. (0.077 mol) methyl 4-pyridylacetate is heated, while stirring, under an atmosphere of nitrogen for about 16 hours to 180° C. Subsequently, excess ester is distilled off in a vacuum and the residue obtained is separated on silica gel (elution agent: dichloromethane/ammonia-saturated methanol 20:1 v/v). Yield: 1.8 g. (16% of theory); m.p. 333°-337° C. (recrystallised from water/methanol 10:1 v/v). Reactants: CN[C@H]1CC[C@H](C2=C1C=CC=C2)C=3C=CC(=C(C3)Cl)Cl (sertraline), hydrochloride salts, cis-amine, cis-(1S)(4S)-N-methyl-1,2,3,4-tetrahydro-1-naphthaleneamine, CNC1CCC(C2=CC=CC=C12)C1=CC(=C(C=C1)Cl)Cl (racemic N-methyl-4-(3,4-dichlorophenyl)-1,2,3,4-tetrahydro-1-naphthaleneamine). The solvent is O1CCCC1 (tetrahydrofuran). Product: Cl.CN[C@@H]1CC[C@@H](C2=CC=CC=C12)C1=CC(=C(C=C1)Cl)Cl (racemic cis-N-methyl-4-(3,4-dichlorophenyl)-1,2,3,4-tetrahydro-1-naphthaleneamine hydrochloride). Reaction SMILES: CN[C@@H]1C2C=CC=CC=2[C@H](C2C=CC(Cl)=C([Cl:19])C=2)CC1.[CH3:21][NH:22][CH:23]1[C:32]2[C:27](=[CH:28][CH:29]=[CH:30][CH:31]=2)[CH:26]([C:33]2[CH:38]=[CH:37][C:36]([Cl:39])=[C:35]([Cl:40])[CH:34]=2)[CH2:25][CH2:24]1>O1CCCC1>[ClH:19].[CH3:21][NH:22][C@H:23]1[C:32]2[C:27](=[CH:28][CH:29]=[CH:30][CH:31]=2)[C@@H:26]([C:33]2[CH:38]=[CH:37][C:36]([Cl:39])=[C:35]([Cl:40])[CH:34]=2)[CH2:25][CH2:24]1 |f:3.4|. Procedure: As previously indicated, the 2:1 (by weight) cis/trans-mixture of racemic N-methyl-4-(3,4-dichlorophenyl)-1,2,3,4-tetrahydro- 1-naphthaleneamine isomers afforded as a final product of the process of this invention is valuable as an intermediate product that leads to the antidepressant agent known as sertraline or cis-(1S)(4S)-N-methyl-1,2,3,4-tetrahydro-1-naphthaleneamine. More specifically, when the aforesaid 2:1 (by weight) resultant cis/trans-mixture of racemic N-methyl-4-(3,4-dichlorophenyl)... Starting materials: CCOC(=O)Cl, Nc1ccc(-c2cnc(COCc3cc4ccccc4o3)o2)cc1. The product is CCOC(=O)Nc1ccc(-c2cnc(COCc3cc4ccccc4o3)o2)cc1. Reaction SMILES: [Cl:25][C:26](=[O:27])[O:28][CH2:29][CH3:30].[o:1]1[c:2]([CH2:10][O:11][CH2:12][c:13]2[o:14][c:15](-[c:18]3[cH:19][cH:20][c:21]([NH2:24])[cH:22][cH:23]3)[cH:16][n:17]2)[cH:3][c:4]2[c:5]1[cH:6][cH:7][cH:8][cH:9]2>>[o:1]1[c:2]([CH2:10][O:11][CH2:12][c:13]2[o:14][c:15](-[c:18]3[cH:19][cH:20][c:21]([NH:24][C:26](=[O:27])[O:28][CH2:29][CH3:30])[cH:22][cH:23]3)[cH:16][n:17]2)[cH:3][c:4]2[c:5]1[cH:6][cH:7][cH:8][cH:9]2. The reactants are S1CC(CC1)=C(C(=O)OC)C(=O)OC (dimethyl 2-(3-tetrahydrothienylidene)malonate), S(=O)(=O)(Cl)Cl (sulfuryl chloride). Run in C1(=CC=CC=C1)C (toluene), C1(=CC=CC=C1)C (toluene). Conditions: time 15 minute. Yields the product S1CC(C=C1)=C(C(=O)OC)C(=O)OC (dimethyl 2-(3-thienylidene)malonate). The yield is 0.1%. As a reaction SMILES: [S:1]1[CH2:5][CH2:4][C:3](=[C:6]([C:11]([O:13][CH3:14])=[O:12])[C:7]([O:9][CH3:10])=[O:8])[CH2:2]1.S(Cl)(Cl)(=O)=O>C1(C)C=CC=CC=1>[S:1]1[CH:5]=[CH:4][C:3](=[C:6]([C:11]([O:13][CH3:14])=[O:12])[C:7]([O:9][CH3:10])=[O:8])[CH2:2]1. Reported procedure: A solution of 0.50 g (2.31 mol) of dimethyl 2-(3-tetrahydrothienylidene)malonate in 10 ml of toluene was treated with 0.32 g (2.35 mmole) of sulfuryl chloride in 1 ml of toluene under nitrogen at ice bath temperature. The mixture turned dark, and starting material could not be observed by tlc after 5 min. Nitrogen was bubbled through the solution for 5 min., and the dark color faded. Pyridine (1 ml) was added. After 15 min. at room temperature, the solution was worked up as in Example 1 and mole...